Dataset: the Open Reaction Database (ORD), a public repository of structured organic reaction records. Task: describe an organic reaction: reactants, conditions, products, and yield The reactants are Cl[O-].[Na+] (Sodium hypochlorite), OC1=CC=C2C=NNC(C2=C1)=O (7-hydroxy-1(2H)-phthalazinone), S(=O)(=O)([O-])S(=O)[O-].[Na+].[Na+] (sodium metabisulphite). Run in [OH-].[Na+] (sodium hydroxide). Conditions: time 2 hour. The product is ClC=1C=C2C=NNC(C2=CC1O)=O (6-chloro-7-hydroxy-1(2H)-phthalazinone). Reaction SMILES: [Cl:1][O-].[Na+].[OH:4][C:5]1[CH:14]=[C:13]2[C:8]([CH:9]=[N:10][NH:11][C:12]2=[O:15])=[CH:7][CH:6]=1.S(S([O-])=O)([O-])(=O)=O.[Na+].[Na+]>[OH-].[Na+]>[Cl:1][C:6]1[CH:7]=[C:8]2[C:13](=[CH:14][C:5]=1[OH:4])[C:12](=[O:15])[NH:11][N:10]=[CH:9]2 |f:0.1,3.4.5,6.7|. Procedure details: Sodium hypochlorite solution (10% w/v chlorine, 175 ml) was added to a stirred solution of 7-hydroxy-1(2H)-phthalazinone (10 g, 0.062 mol) in aqueous sodium hydroxide (2N, 140 ml), and the stirring was continued for two hours. An excess of sodium metabisulphite was added to the reaction mixture, and the precipitate was recrystallised from ethanol to give 6-chloro-7-hydroxy-1(2H)-phthalazinone, m.p. > 340° (decomp), which was purified via the acetyl derivative m.p. 190°-192° as described in Examp... Starting materials: Cl (hydrochloric acid), O1C(CC=C1)=O (furanone), C(CC(=O)C)(=O)OCC (ethyl acetoacetate). Reaction conditions: time 8 hour. Product: C(C)(=O)C1C(OC(C1)CC)=O (3-Acetyl-5-Ethyldihydro-2(3H)-Furanone). As a reaction SMILES: Cl.O1C=C[CH2:4][C:3]1=O.[C:8]([O:14][CH2:15][CH3:16])(=[O:13])[CH2:9][C:10]([CH3:12])=[O:11]>>[C:10]([CH:9]1[CH2:16][CH:15]([CH2:3][CH3:4])[O:14][C:8]1=[O:13])(=[O:11])[CH3:12]. Reported procedure: The mixture was allowed to stand overnight and was transferred to a separatory funnel and acidified with 125 ml concentrated hydrochloric acid. The organic layer was separated and the water layer extracted three times with 50 ml diethyl ether. The extracts were combined with the organic layer, dried through sodium sulfate, and the diethyl ether was removed by means of a Rotovap. 182 Grams of product were obtained which when analyzed by GC indicated 83.6% lactone and 7.8% ethyl acetoacetate. Yields the product COc1cc(Nc2nc3ccccc3nc2NS(=O)(=O)c2cccc(S(C)(=O)=O)c2)cc(OC)c1. Starting materials: COc1cc(Nc2nc3ccccc3nc2N)cc(OC)c1, CS(=O)(=O)c1cccc(S(=O)(=O)Cl)c1, Clc1ccccc1Cl, c1ccncc1. RXN SMILES: [CH3:1][O:2][c:3]1[cH:4][c:5]([NH:11][c:12]2[n:13][c:14]3[cH:15][cH:16][cH:17][cH:18][c:19]3[n:20][c:21]2[NH2:22])[cH:6][c:7]([O:9][CH3:10])[cH:8]1.[CH3:23][S:24](=[O:25])(=[O:26])[c:27]1[cH:28][c:29]([S:33](=[O:34])(=[O:35])[Cl:36])[cH:30][cH:31][cH:32]1.[Cl:43][c:44]1[c:45]([Cl:46])[cH:47][cH:48][cH:49][cH:50]1.[cH:37]1[cH:38][cH:39][n:40][cH:41][cH:42]1>>[CH3:1][O:2][c:3]1[cH:4][c:5]([NH:11][c:12]2[n:13][c:14]3[cH:15][cH:16][cH:17][cH:18][c:19]3[n:20][c:21]2[NH:22][S:33]([c:29]2[cH:28][c:27]([S:24]([CH3:23])(=[O:25])=[O:26])[cH:32][cH:31][cH:30]2)(=[O:34])=[O:35])[cH:6][c:7]([O:9][CH3:10])[cH:8]1. Starting materials: C(C)C1(CC=CC1)C(=O)O (1-ethylcyclopent-3-enecarboxylic acid), CCN(C(C)C)C(C)C (DIEA), C1(=CC=CC=C1)P(=O)(C1=CC=CC=C1)N=[N+]=[N-] (diphenyl phosphoryl azide), C(C1=CC=CC=C1)O (benzylalcohol). Solvent: O1CCOCC1 (dioxane). Reaction conditions: temperature 80 celsius, time 8 hour. Yields the product C(C1=CC=CC=C1)OC(NC1(CC=CC1)CC)=O (Benzyl(1-ethylcyclopent-3-en-1-yl)carbamate). Yield: 39.0%. RXN SMILES: [CH2:1]([C:3]1(C(O)=O)[CH2:7][CH:6]=[CH:5][CH2:4]1)[CH3:2].CC[N:13]([CH:17](C)C)C(C)C.C1(P(N=[N+]=[N-])(C2C=CC=CC=2)=[O:27])C=CC=CC=1.[CH2:37]([OH:44])[C:38]1[CH:43]=[CH:42][CH:41]=[CH:40][CH:39]=1>O1CCOCC1>[CH2:37]([O:44][C:17](=[O:27])[NH:13][C:3]1([CH2:1][CH3:2])[CH2:4][CH:5]=[CH:6][CH2:7]1)[C:38]1[CH:43]=[CH:42][CH:41]=[CH:40][CH:39]=1. Reported procedure: To a solution of 1-ethylcyclopent-3-enecarboxylic acid (1.9 g, 13.6 mmol) in dioxane (30 mL) was added DIEA (5.3 g, 41 mmol), diphenyl phosphoryl azide (4.5 g, 16.3 mmol) and benzylalcohol (2.2 g, 20.4 mmol). The mixture was stirred at 80° C. overnight and then concentrated under reduced pressure. The residue was purified by silica gel column chromatography (2.5% ethyl acetate in petroleum ether) to give the title product. (1.3 g, 5.3 mmol, yield: 39%). MS (ESI) m/z=246.2 [M+1]+.